This data is from the Open Reaction Database (ORD), a public repository of structured organic reaction records. The task is: describe an organic reaction: reactants, conditions, products, and yield The reactants are C[O-], CO, COC(=O)c1ccc(CNC(=O)c2cc(OC(=O)C(C)(C)C)ccc2Cl)cc1, [Na+]. Yields the product COC(=O)c1ccc(CNC(=O)c2cc(O)ccc2Cl)cc1. Reaction SMILES: [CH3:29][O-:30].[CH3:32][OH:33].[Cl:1][c:2]1[c:3]([C:15](=[O:16])[NH:17][CH2:18][c:19]2[cH:20][cH:21][c:22]([C:23](=[O:24])[O:25][CH3:26])[cH:27][cH:28]2)[cH:4][c:5]([O:8][C:9](=[O:10])[C:11]([CH3:12])([CH3:13])[CH3:14])[cH:6][cH:7]1.[Na+:31]>>[Cl:1][c:2]1[c:3]([C:15](=[O:16])[NH:17][CH2:18][c:19]2[cH:20][cH:21][c:22]([C:23](=[O:24])[O:25][CH3:26])[cH:27][cH:28]2)[cH:4][c:5]([OH:8])[cH:6][cH:7]1. Starting materials: N([C@@H](CCCCN)C(=O)N[C@@H](CCCNC(N)=N)C(=O)N[C@@H](CCC(O)=O)C(=O)N[C@@H](C(C)C)C(=O)N[C@@H](CC1=CC=C(C=C1)O)C(=O)O)C(=O)OCC1=CC=CC=C1 (Z-Lys-Arg-Glu-Val-Tyr), C(C)(=O)O (acetic acid). Run in O (water). Product: N[C@@H](CCCCN)C(=O)N[C@@H](CCCNC(N)=N)C(=O)N[C@@H](CCC(O)=O)C(=O)N[C@@H](C(C)C)C(=O)N[C@@H](CC1=CC=C(C=C1)O)C(=O)OC.CC(=O)O (Lys-Arg-Glu-Val-Tyr-OMe acetate). Reaction SMILES: [NH:1](C(OCC1C=CC=CC=1)=O)[C@H:2]([C:8]([NH:10][C@H:11]([C:19]([NH:21][C@H:22]([C:28]([NH:30][C@H:31]([C:35]([NH:37][C@H:38]([C:47]([OH:49])=[O:48])[CH2:39][C:40]1[CH:45]=[CH:44][C:43]([OH:46])=[CH:42][CH:41]=1)=[O:36])[CH:32]([CH3:34])[CH3:33])=[O:29])[CH2:23][CH2:24][C:25](=[O:27])[OH:26])=[O:20])[CH2:12][CH2:13][CH2:14][NH:15][C:16](=[NH:18])[NH2:17])=[O:9])[CH2:3][CH2:4][CH2:5][CH2:6][NH2:7].[C:60]([OH:63])(=[O:62])[CH3:61]>O>[NH2:1][C@H:2]([C:8]([NH:10][C@H:11]([C:19]([NH:21][C@H:22]([C:28]([NH:30][C@H:31]([C:35]([NH:37][C@H:38]([C:47]([O:49][CH3:60])=[O:48])[CH2:39][C:40]1[CH:45]=[CH:44][C:43]([OH:46])=[CH:42][CH:41]=1)=[O:36])[CH:32]([CH3:34])[CH3:33])=[O:29])[CH2:23][CH2:24][C:25](=[O:27])[OH:26])=[O:20])[CH2:12][CH2:13][CH2:14][NH:15][C:16](=[NH:18])[NH2:17])=[O:9])[CH2:3][CH2:4][CH2:5][CH2:6][NH2:7].[CH3:61][C:60]([OH:63])=[O:62] |f:3.4|. Reported procedure: 800 mg (approx. 0.88 mmole) of Z-Lys-Arg-Glu-Val-Tyr-Ome acetate are subjected to catalytic hydrogenation in 90 percent strength acetic acid and the product is worked up analogously to Example 25 I. Yield 680 mg (93%), [α]D22 =-31.6° (c=1, in water).